Dataset: the Open Reaction Database (ORD), a public repository of structured organic reaction records. Task: describe an organic reaction: reactants, conditions, products, and yield Starting materials: CS(C)=O, Clc1ccccc1, O=C(Cl)Cl, NC1CCCCC1. Yields the product O=C=NC1CCCCC1. As a reaction SMILES: [CH3:1][S:2](=[O:3])[CH3:4].[Cl:16][c:17]1[cH:18][cH:19][cH:20][cH:21][cH:22]1.[Cl:5][C:6]([Cl:7])=[O:8].[NH2:9][CH:10]1[CH2:11][CH2:12][CH2:13][CH2:14][CH2:15]1>>[C:6](=[O:8])=[N:9][CH:10]1[CH2:11][CH2:12][CH2:13][CH2:14][CH2:15]1. The reactants are ClC=1C(=CC2=C(NC(C3=C(N2C(CN(CCC)CCC)=O)N=CC=C3)=O)C1)Cl (8,9-dichloro-6,11-dihydro-11-[(dipropylamino)acetyl]-5H-pyrido[2,3-b][1,5]-benzodiazepin-5-one), P12(=S)SP3(=S)SP(=S)(S1)SP(=S)(S2)S3 (phosphorus pentasulfide). Run in N1=CC=CC=C1 (pyridine). The product is ClC=1C(=CC2=C(NC(C3=C(N2C(CN(CCC)CCC)=O)N=CC=C3)=S)C1)Cl (8,9-dichloro-6,11-dihydro-11-[(dipropylamino)acetyl]-5H-pyrido[2,3-b][1,5]benzodiazepin-5-thione). As a reaction SMILES: [Cl:1][C:2]1[C:3]([Cl:28])=[CH:4][C:5]2[N:11]([C:12](=[O:21])[CH2:13][N:14]([CH2:18][CH2:19][CH3:20])[CH2:15][CH2:16][CH3:17])[C:10]3[N:22]=[CH:23][CH:24]=[CH:25][C:9]=3[C:8](=O)[NH:7][C:6]=2[CH:27]=1.P12(SP3(SP(SP(S3)(S1)=S)(=S)S2)=S)=[S:30]>N1C=CC=CC=1>[Cl:1][C:2]1[C:3]([Cl:28])=[CH:4][C:5]2[N:11]([C:12](=[O:21])[CH2:13][N:14]([CH2:18][CH2:19][CH3:20])[CH2:15][CH2:16][CH3:17])[C:10]3[N:22]=[CH:23][CH:24]=[CH:25][C:9]=3[C:8](=[S:30])[NH:7][C:6]=2[CH:27]=1. Procedure: In the manner given in Example 1, 8,9-dichloro-6,11-dihydro-11-[(dipropylamino)acetyl]-5H-pyrido[2,3-b][1,5]-benzodiazepin-5-one is reacted with phosphorus pentasulfide in pyridine to give 8,9-dichloro-6,11-dihydro-11-[(dipropylamino)acetyl]-5H-pyrido[2,3-b][1,5]benzodiazepin-5-thione. Reactants: C(C)C1=CC=C(C=C1)CC=1C(NNC1C(F)(F)F)=O (1,2-dihydro-4-((4-ethylphenyl)methyl)-5-(trifluoromethyl)-3H-pyrazol-3-one), resultant mixture, O (water), [Si](C)(C)(C(C)(C)C)Cl (t-butyl dimethylsilyl chloride), N1C=NC=C1 (imidazole). Solvent: CN(C=O)C (dimethylformamide). Conditions: temperature 0 celsius, time 3 hour. The product is [Si](C)(C)(C(C)(C)C)OC1=NNC(=C1CC1=CC=C(C=C1)CC)C(F)(F)F (3-t-butyl dimethylsilyloxy-4-((4-ethylphenyl)methyl)-5-(trifluoromethyl)-1H-pyrazole). Yield: 100.0%. Reaction SMILES: [CH2:1]([C:3]1[CH:8]=[CH:7][C:6]([CH2:9][C:10]2[C:11](=[O:19])[NH:12][NH:13][C:14]=2[C:15]([F:18])([F:17])[F:16])=[CH:5][CH:4]=1)[CH3:2].[Si:20](Cl)([C:23]([CH3:26])([CH3:25])[CH3:24])([CH3:22])[CH3:21].N1C=CN=C1.O>CN(C)C=O>[Si:20]([O:19][C:11]1[C:10]([CH2:9][C:6]2[CH:7]=[CH:8][C:3]([CH2:1][CH3:2])=[CH:4][CH:5]=2)=[C:14]([C:15]([F:17])([F:18])[F:16])[NH:13][N:12]=1)([C:23]([CH3:26])([CH3:25])[CH3:24])([CH3:22])[CH3:21]. Reported procedure: 15.0 g (55.6 mmol) of 1,2-dihydro-4-((4-ethylphenyl)methyl)-5-(trifluoromethyl)-3H-pyrazol-3-one (4) (prepared by the method described in J. Med. Chem 1996, 39, 3920-3928) was dissolved in 150 ml of dimethylformamide, and cooled to 0° C. Then, 9.3 g (61.1 mmol) of t-butyl dimethylsilyl chloride was added to the above solution in small portions, and thereafter 4.2 g (61.1 mmol) of imidazole was added in small portions. The temperature of the resultant mixture was returned to room temperature and ...